This data is from the Open Reaction Database (ORD), a public repository of structured organic reaction records. The task is: describe an organic reaction: reactants, conditions, products, and yield Starting materials: COC1=CC=C(C=C1)C1=CC=C2CC(NC2=C1)=O (6-(4-Methoxy-phenyl)-1,3-dihydro-indol-2-one), N1(CCCC1)CCOC=1C=C2C=C(NC2=CC1)C=O (5-(2-pyrrolidin-1-yl-ethoxy)-1H-indole-2-carbaldehyde). Yields the product COC1=CC=C(C=C1)C1=CC=C2C(C(NC2=C1)=O)=CC=1NC2=CC=C(C=C2C1)OCCN1CCCC1 (6-(4-Methoxy-phenyl)-3-[5-(2-pyrrolidin-1-yl-ethoxy)-1H-indol-2-ylmethylene]-1,3-dihydro-indol-2-one). As a reaction SMILES: [CH3:1][O:2][C:3]1[CH:8]=[CH:7][C:6]([C:9]2[CH:17]=[C:16]3[C:12]([CH2:13][C:14](=[O:18])[NH:15]3)=[CH:11][CH:10]=2)=[CH:5][CH:4]=1.[N:19]1([CH2:24][CH2:25][O:26][C:27]2[CH:28]=[C:29]3[C:33](=[CH:34][CH:35]=2)[NH:32][C:31]([CH:36]=O)=[CH:30]3)[CH2:23][CH2:22][CH2:21][CH2:20]1>>[CH3:1][O:2][C:3]1[CH:4]=[CH:5][C:6]([C:9]2[CH:17]=[C:16]3[C:12]([C:13](=[CH:36][C:31]4[NH:32][C:33]5[C:29]([CH:30]=4)=[CH:28][C:27]([O:26][CH2:25][CH2:24][N:19]4[CH2:23][CH2:22][CH2:21][CH2:20]4)=[CH:35][CH:34]=5)[C:14](=[O:18])[NH:15]3)=[CH:11][CH:10]=2)=[CH:7][CH:8]=1. Procedure details: 6-(4-Methoxy-phenyl)-1,3-dihydro-indol-2-one was condensed with 5-(2-pyrrolidin-1-yl-ethoxy)-1H-indole-2-carbaldehyde to give the title compound.